From a dataset of the Open Reaction Database (ORD), a public repository of structured organic reaction records. describe an organic reaction: reactants, conditions, products, and yield The reactants are CN(CC(=O)OC(C)(C)C)CC1=NC=CC(=C1)C1=NOC(=N1)C1=CC(=C(C=C1)N1C(CCCC1)C)C(F)(F)F (tert-butyl 2-(methyl((4-(5-(4-(2-methylpiperidin-1-yl)-3-(trifluoromethyl)phenyl)-1,2,4-oxadiazol-3-yl)pyridin-2-yl)methyl)amino)acetate), Cl (HCl). Solvent: O1CCOCC1 (dioxan). Conditions: temperature 70 celsius, time 4 hour. Product: CN(CC(=O)O)CC1=NC=CC(=C1)C1=NOC(=N1)C1=CC(=C(C=C1)N1C(CCCC1)C)C(F)(F)F (2-(methyl((4-(5-(4-(2-methylpiperidin-1-yl)-3-(trifluoromethyl)phenyl)-1,2,4-oxadiazol-3-yl)pyridin-2-yl)methyl)amino)acetic acid). Reaction SMILES: [CH3:1][N:2]([CH2:11][C:12]1[CH:17]=[C:16]([C:18]2[N:22]=[C:21]([C:23]3[CH:28]=[CH:27][C:26]([N:29]4[CH2:34][CH2:33][CH2:32][CH2:31][CH:30]4[CH3:35])=[C:25]([C:36]([F:39])([F:38])[F:37])[CH:24]=3)[O:20][N:19]=2)[CH:15]=[CH:14][N:13]=1)[CH2:3][C:4]([O:6]C(C)(C)C)=[O:5].Cl>O1CCOCC1>[CH3:1][N:2]([CH2:11][C:12]1[CH:17]=[C:16]([C:18]2[N:22]=[C:21]([C:23]3[CH:28]=[CH:27][C:26]([N:29]4[CH2:34][CH2:33][CH2:32][CH2:31][CH:30]4[CH3:35])=[C:25]([C:36]([F:39])([F:38])[F:37])[CH:24]=3)[O:20][N:19]=2)[CH:15]=[CH:14][N:13]=1)[CH2:3][C:4]([OH:6])=[O:5]. Procedure: To tert-butyl 2-(methyl((4-(5-(4-(2-methylpiperidin-1-yl)-3-(trifluoromethyl)phenyl)-1,2,4-oxadiazol-3-yl)pyridin-2-yl)methyl)amino)acetate (0.056 g; 0.10 mmol) was added HCl solution in dioxan (4 M; 3 mL) and the reaction mixture stirred at 70° C. for 4 hours. The solvent was evaporated in vacuo and the residue purified by preparative HPLC, affording the title product as a brown oil. 1H NMR (CDCl3, 400 MHz) δ 8.79 (1 H, d, J=5.1 Hz), 8.49 (1 H, d, J=2.1 Hz), 8.33 (1 H, dd, J=8.4, 2.1 Hz), 8.04-... Starting materials: [H-].[Na+] (NaH), CS(=O)(=O)NC1=C(C=CC=C1)C1CCN(CC1)C(=O)OC(C)(C)C (tert-Butyl 4-{2-[(methylsulfonyl)amino]phenyl}piperidine-carboxylate), BrCC1CC1 ((bromomethyl)cyclopropane). Conditions: temperature 25 celsius. Yield: 99.7%. The product is C1(CC1)CN(C1=C(C=CC=C1)C1CCN(CC1)C(=O)OC(C)(C)C)S(=O)(=O)C (tert-Butyl 4-(2-[(cyclopropylmethyl)(methylsulfonyl)amino]phenyl}piperidine-carboxylate). Solvent: CN(C)C=O (DMF). Reaction SMILES: [CH3:1][S:2]([NH:5][C:6]1[CH:11]=[CH:10][CH:9]=[CH:8][C:7]=1[CH:12]1[CH2:17][CH2:16][N:15]([C:18]([O:20][C:21]([CH3:24])([CH3:23])[CH3:22])=[O:19])[CH2:14][CH2:13]1)(=[O:4])=[O:3].[H-].[Na+].Br[CH2:28][CH:29]1[CH2:31][CH2:30]1>CN(C=O)C>[CH:29]1([CH2:28][N:5]([S:2]([CH3:1])(=[O:3])=[O:4])[C:6]2[CH:11]=[CH:10][CH:9]=[CH:8][C:7]=2[CH:12]2[CH2:13][CH2:14][N:15]([C:18]([O:20][C:21]([CH3:24])([CH3:23])[CH3:22])=[O:19])[CH2:16][CH2:17]2)[CH2:31][CH2:30]1 |f:1.2|. Procedure details: To a 100 mL round-bottomed flask was added tert-butyl 4-{2-[(methylsulfonyl)amino]phenyl}piperidine-carboxylate (Example 1 Step d) (1.9 grams, 5.4 mmol) and DMF (Aldrich) (30 mL). The solution was magnetically stirred vigorously at 25° C. under N2 atmosphere and treated in portions with NaH as a 60% dispersion in mineral oil (Aldrich) (150 mg, 6.4 mmol). After gas evolution ceased, (bromomethyl)cyclopropane (Aldrich) (675 μL, 940 mg, 7.0 mmol) was introduced via syringe. The reaction mixture was... Reactants: ClC=1C(=C2C=CC(=NC2=CC1)N1C[C@@H](CC1)OS(=O)(=O)C)NC(CC1CCCCC1)=O (N-[6-Chloro-2-[(3R)-3-[(methylsulfonyl)oxy]-1-pyrrolidinyl]-5-quinolinyl]-cyclohexaneacetamide), C(O)CN (ethanolamine). Product: ClC=1C(=C2C=CC(=NC2=CC1)N1C[C@H](CC1)NCCO)NC(CC1CCCCC1)=O (N-[6-Chloro-2-[(3S)-3-[(2-hydroxyethyl)amino]-1-pyrrolidinyl]-5-quinolinyl]-cyclohexaneacetamide). Reaction SMILES: [Cl:1][C:2]1[C:3]([NH:22][C:23](=[O:31])[CH2:24][CH:25]2[CH2:30][CH2:29][CH2:28][CH2:27][CH2:26]2)=[C:4]2[C:9](=[CH:10][CH:11]=1)[N:8]=[C:7]([N:12]1[CH2:16][CH2:15][C@@H:14](OS(C)(=O)=O)[CH2:13]1)[CH:6]=[CH:5]2.[CH2:32]([CH2:34][NH2:35])[OH:33]>>[Cl:1][C:2]1[C:3]([NH:22][C:23](=[O:31])[CH2:24][CH:25]2[CH2:26][CH2:27][CH2:28][CH2:29][CH2:30]2)=[C:4]2[C:9](=[CH:10][CH:11]=1)[N:8]=[C:7]([N:12]1[CH2:16][CH2:15][C@H:14]([NH:35][CH2:34][CH2:32][OH:33])[CH2:13]1)[CH:6]=[CH:5]2. Procedure details: Prepared according to the method of example 33(b), using N-[6-Chloro-2-[(3R)-3-[(methylsulfonyl)oxy]-1-pyrrolidinyl]-5-quinolinyl]-cyclohexaneacetamide (Example 35(a)) (0.2 g) and ethanolamine (0.8 mL) to afford the title compound (0.068 g). Reactants: Cl (hydrochloride), BrCCCCCCCCCCC(=O)O (11-bromoundecanoic acid), C(=O)N1CCNCC1 (formylpiperazine), C(O)([O-])=O.[Na+] (sodium hydrogencarbonate). Reagents/catalysts: S(O)(O)(=O)=O (sulfuric acid). Run in CO (methanol). Conditions: time 24 hour. Product: COC(CCCCCCCCCCN1CCNCC1)=O (11-(1-piperazinyl)undecanoic acid methyl ester). Yield: 70.0%. RXN SMILES: Br[CH2:2][CH2:3][CH2:4][CH2:5][CH2:6][CH2:7][CH2:8][CH2:9][CH2:10][CH2:11][C:12]([OH:14])=[O:13].C([N:17]1[CH2:22][CH2:21][NH:20][CH2:19][CH2:18]1)=O.[C:23](=O)([O-])O.[Na+].Cl>CO.S(=O)(=O)(O)O>[CH3:23][O:14][C:12](=[O:13])[CH2:11][CH2:10][CH2:9][CH2:8][CH2:7][CH2:6][CH2:5][CH2:4][CH2:3][CH2:2][N:17]1[CH2:22][CH2:21][NH:20][CH2:19][CH2:18]1 |f:2.3|. Procedure: 26.5 g (0.1 mole) quantity of 11-bromoundecanoic acid was dissolved in 300 ml of methanol, and 5 to 6 drops of sulfuric acid was added thereto and the mixture was stirred at room temperature for 24 hours and concentrated. 500 ml quantity of ethyl acetate was added to the residue and the solution was washed sequentially with 100 ml of water and 100 ml of a brine, and then dried over anhydrous magnesium sulfate. Ethyl acetate was evaporated under reduced pressure and the residue was dissolved in 2... The reactants are C(C)N(CCCOC1=C(C=C(C=C1)N)F)CC (4-(3-diethylamino-propoxy)-3-fluoro-phenylamine), FC1=CC=C2C(C(NC2=C1)=O)=CO (6-fluoro-3-hydroxymethylene-1,3-dihydro-indol-2-one). Yields the product C(C)N(CCCOC1=C(C=C(C=C1)NC=C1C(NC2=CC(=CC=C12)F)=O)F)CC (3-{[4-(3-Diethylamino-propoxy)-3-fluoro-phenylamino]-methylene}-6-fluoro-1,3-dihydro-indol-2-one). Isolated yield 32.4%. As a reaction SMILES: [CH2:1]([N:3]([CH2:16][CH3:17])[CH2:4][CH2:5][CH2:6][O:7][C:8]1[CH:13]=[CH:12][C:11]([NH2:14])=[CH:10][C:9]=1[F:15])[CH3:2].[F:18][C:19]1[CH:27]=[C:26]2[C:22]([C:23](=[CH:29]O)[C:24](=[O:28])[NH:25]2)=[CH:21][CH:20]=1>>[CH2:16]([N:3]([CH2:1][CH3:2])[CH2:4][CH2:5][CH2:6][O:7][C:8]1[CH:13]=[CH:12][C:11]([NH:14][CH:29]=[C:23]2[C:22]3[C:26](=[CH:27][C:19]([F:18])=[CH:20][CH:21]=3)[NH:25][C:24]2=[O:28])=[CH:10][C:9]=1[F:15])[CH3:17]. Reported procedure: In a manner similar to that described in Example 231, 4-(3-diethylamino-propoxy)-3-fluoro-phenylamine (400 mg, 1.1 equiv.) and 6-fluoro-3-hydroxymethylene-1,3-dihydro-indol-2-one (269 mg, 1.5 mmol, 1 equiv.) are reacted to give the named compound as a yellow solid (195 mg, 32%). As a reaction SMILES: [C:1]1([CH2:7][CH2:8][C:9]([OH:11])=[O:10])[CH:6]=[CH:5][CH:4]=[CH:3][CH:2]=1.[Si:12](Cl)([C:15]([CH3:18])([CH3:17])[CH3:16])([CH3:14])[CH3:13].N1C=CN=C1.C(OCC)C>CN(C)C=O.O>[C:1]1([CH2:7][CH2:8][C:9]([O:11][Si:12]([C:15]([CH3:18])([CH3:17])[CH3:16])([CH3:14])[CH3:13])=[O:10])[CH:6]=[CH:5][CH:4]=[CH:3][CH:2]=1. Conditions: time 48 hour. Solvent: O (water), CN(C=O)C (dimethylformamide). Product: C1(=CC=CC=C1)CCC(=O)O[Si](C)(C)C(C)(C)C (3-phenylpropionic acid, t-butyldimethylsilyl ester). Procedure: Dissolve 3-phenylpropionic acid (1.5 g, 10 mmol) in dimethylformamide (5 mL) and add t-butyldimethylsilyl chloride (7.5 g, 50 mmol) and imidazole (6.8 g, 0.1 mol). Stir for 48 hours at room temperature, pour into ethyl ether and water and separate the organic phase. Dry (MgSO4) and evaporate the solvent in vacuo to give 3-phenylpropionic acid, t-butyldimethylsilyl ester. The reactants are C(C)OCC (ethyl ether), [Si](C)(C)(C(C)(C)C)Cl (t-butyldimethylsilyl chloride), N1C=NC=C1 (imidazole), C1(=CC=CC=C1)CCC(=O)O (3-phenylpropionic acid). Starting materials: clear glass, C=CC1=CC=CC=C1 (styrene), C(C(=C)C)(=O)OCCN(C)C (dimethylaminoethyl methacrylate), N(=NC(C#N)(C)C)C(C#N)(C)C (2,2′-azobisisobutyronitrile), N(=NC(C#N)(C)C)C(C#N)(C)C (AIBN). Solvent: C1(=CC=CC=C1)C (toluene). Reaction conditions: time 16 hour. The product is poly(styrene-co-dimethylaminoethyl methacrylate), C=CC1=CC=CC=C1.C(C(=C)C)(=O)OCCN(C)C (styrene dimethylaminoethyl methacrylate). As a reaction SMILES: [CH2:1]=[CH:2][C:3]1[CH:8]=[CH:7][CH:6]=[CH:5][CH:4]=1.[C:9]([O:14][CH2:15][CH2:16][N:17]([CH3:19])[CH3:18])(=[O:13])[C:10]([CH3:12])=[CH2:11].N(C(C)(C)C#N)=NC(C)(C)C#N>C1(C)C=CC=CC=1>[CH2:1]=[CH:2][C:3]1[CH:8]=[CH:7][CH:6]=[CH:5][CH:4]=1.[C:9]([O:14][CH2:15][CH2:16][N:17]([CH3:19])[CH3:18])(=[O:13])[C:10]([CH3:12])=[CH2:11] |f:4.5|. Reported procedure: To a 500 mL clear glass bottle was charged with 210 g toluene, 72.0 g styrene (product of Aldrich Chemical Company, Milwaukee, Wis), 28.0 g dimethylaminoethyl methacrylate (commercially obtained from Aldrich Chemical Company, Milwaukee, Wis.) and 1.35g of 2,2′-azobisisobutyronitrile (AIBN, commercially obtained from Aldrich Chemical Company, Milwaukee, Wis.). The resulting solution was purged with nitrogen for 10 minutes then placed in a tumbler with a heated water bath (Launder-o-meter, commerc... The reactants are Cc1cccc(CBr)c1, CCOC(=O)CC(=O)C(F)(F)F, [H-], [Na+]. Product: CCOC(=O)C(Cc1cccc(C)c1)C(=O)C(F)(F)F. Reaction SMILES: [Br:15][CH2:16][c:17]1[cH:18][c:19]([CH3:23])[cH:20][cH:21][cH:22]1.[F:3][C:4]([C:5]([CH2:6][C:7](=[O:8])[O:9][CH2:10][CH3:11])=[O:12])([F:13])[F:14].[H-:1].[Na+:2]>>[F:3][C:4]([C:5]([CH:6]([C:7](=[O:8])[O:9][CH2:10][CH3:11])[CH2:16][c:17]1[cH:18][c:19]([CH3:23])[cH:20][cH:21][cH:22]1)=[O:12])([F:13])[F:14]. The reactants are S1C(=NC2=C1C=CC=C2)NC(=O)C=2C=CC=C1CCN(CC21)C=2SC=C(N2)C(=O)OCC (ethyl 2-(8-(benzo[d]thiazol-2-ylcarbamoyl)-3,4-dihydroisoquinolin-2(1H)-yl)thiazole-4-carboxylate), C1CC(=O)N(C1=O)Br (NBS). The solvent is C(C)#N (acetonitrile). Run at time 2 hour. The product is S1C(=NC2=C1C=CC=C2)NC(=O)C=2C=CC=C1CCN(CC21)C=2SC(=C(N2)C(=O)OCC)Br (ethyl 2-(8-(benzo[d]thiazol-2-ylcarbamoyl)-3,4-dihydroisoquinolin-2(1H)-yl)-5-bromothiazole-4-carboxylate). As a reaction SMILES: [S:1]1[C:5]2[CH:6]=[CH:7][CH:8]=[CH:9][C:4]=2[N:3]=[C:2]1[NH:10][C:11]([C:13]1[CH:14]=[CH:15][CH:16]=[C:17]2[C:22]=1[CH2:21][N:20]([C:23]1[S:24][CH:25]=[C:26]([C:28]([O:30][CH2:31][CH3:32])=[O:29])[N:27]=1)[CH2:19][CH2:18]2)=[O:12].C1C(=O)N([Br:40])C(=O)C1>C(#N)C>[S:1]1[C:5]2[CH:6]=[CH:7][CH:8]=[CH:9][C:4]=2[N:3]=[C:2]1[NH:10][C:11]([C:13]1[CH:14]=[CH:15][CH:16]=[C:17]2[C:22]=1[CH2:21][N:20]([C:23]1[S:24][C:25]([Br:40])=[C:26]([C:28]([O:30][CH2:31][CH3:32])=[O:29])[N:27]=1)[CH2:19][CH2:18]2)=[O:12]. Procedure details: To compound 34A in acetonitrile was added 1.05 eq of NBS. The reaction mixture was stirred at rt for 2 hours. The solvent was removed, and the residue was purified by column chromatography on silica gel eluting with 3:2 hexanes/EtOAc to provide the desired product: MS (ESI(+)): 544 (M+H). Reactants: ClC1=C2C3=CC(CCC3(CC2=CC(=C1Cl)OCC(=O)OC)C(C)C)=O (Methyl [(5,6-dichloro-9a-isopropyl-3-oxo-1,2,9,9a-tetrahydro-3H-fluoren-7yl)oxy]acetate), [OH-].[Na+] (sodium hydroxide). Solvent: CO (methanol). Yields the product ClC1=C2C3=CC(CCC3(CC2=CC(=C1Cl)OCC(=O)O)C(C)C)=O ([(5,6-dichloro-9a-isopropyl-3-oxo-1,2,9,9a-tetrahydro-3H-fluoren-7-yl)oxy]acetic acid). Reaction SMILES: [Cl:1][C:2]1[C:14]([Cl:15])=[C:13]([O:16][CH2:17][C:18]([O:20]C)=[O:19])[CH:12]=[C:11]2[C:3]=1[C:4]1[C:9]([CH:22]([CH3:24])[CH3:23])([CH2:10]2)[CH2:8][CH2:7][C:6](=[O:25])[CH:5]=1.[OH-].[Na+]>CO>[Cl:1][C:2]1[C:14]([Cl:15])=[C:13]([O:16][CH2:17][C:18]([OH:20])=[O:19])[CH:12]=[C:11]2[C:3]=1[C:4]1[C:9]([CH:22]([CH3:23])[CH3:24])([CH2:10]2)[CH2:8][CH2:7][C:6](=[O:25])[CH:5]=1 |f:1.2|. Procedure details: Methyl [(5,6-dichloro-9a-isopropyl-3-oxo-1,2,9,9a-tetrahydro-3H-fluoren-7yl)oxy]acetate (4.2 gm., 0.011 mole) is added to a solution composed of 20% aqueous sodium hydroxide solution (4.32 ml., 0.022 mole) and methanol (45 ml.). The mixture is stirred and heated at reflux for two hours and then concentrated in vacuo at 50° C. The residue is dissolved in water (50 ml.) and made acid to Congo red paper with 6 normal hydrochloric acid. The solid that separates is removed by filtration, washed with ...